Dataset: the Open Reaction Database (ORD), a public repository of structured organic reaction records. Task: describe an organic reaction: reactants, conditions, products, and yield The reactants are CC=1C=CC2=C(NC3=C(NC2=O)C=C(C(=C3)C)C)N1 (6,11-dihydro-2,8,9-trimethyl-5H-pyrido[2,3-b][1,5]benzodiazepin-5-one), [H-].[Na+] (sodium hydride), CI (methyl iodide). The solvent is CN(C=O)C (dimethyl formamide), CN(C=O)C (dimethyl formamide). Conditions: time 30 minute. Yields the product CC=1C=CC2=C(NC3=C(N(C2=O)C)C=C(C(=C3)C)C)N1 (6,11-Dihydro-2,6,8,9-tetramethyl-5H-pyrido[2,3-b][1,5]benzodiazepin-5-one). As a reaction SMILES: [CH3:1][C:2]1[CH:3]=[CH:4][C:5]2[C:11](=[O:12])[NH:10][C:9]3[CH:13]=[C:14]([CH3:18])[C:15]([CH3:17])=[CH:16][C:8]=3[NH:7][C:6]=2[N:19]=1.[H-].[Na+].[CH3:22]I>CN(C)C=O>[CH3:1][C:2]1[CH:3]=[CH:4][C:5]2[C:11](=[O:12])[N:10]([CH3:22])[C:9]3[CH:13]=[C:14]([CH3:18])[C:15]([CH3:17])=[CH:16][C:8]=3[NH:7][C:6]=2[N:19]=1 |f:1.2|. Procedure: A mixture consisting of 38 gm (0.15 mol) of 6,11-dihydro-2,8,9-trimethyl-5H-pyrido[2,3-b][1,5]benzodiazepin-5-one, 300 ml of dimethyl formamide and 8.4 gm (0.18 mol) of 50% sodium hydride in mineral oil was stirred at room temperature in a nitrogen atmosphere for 30 minutes. Then, a solution of 31.4 gm (0.22 mol) of methyl iodide in 50 ml of dimethyl formamide was added dropwise, and the mixture was heated on an oil bath at 100° C. for 2 hours while stirring. The mixture was then evaporated in v... Reagents/catalysts: [O-2].[O-2].[Mn+4] (manganese dioxide). Conditions: time 12 hour. Reported procedure: To a solution of 4 tert-butyl(4-butoxy-2-cyclopropylmethyl-6-hydroxymethyl-1-oxo-1,2-dihydro-3-isoquinolinyl)methylcarbamate (0.45 g, 3.5 mmol) in tetrahydrofuran (10 mL) was added manganese dioxide (0.12 g) and the mixture was stirred at room temperature for 12 h. Manganese dioxide was filtered off, and the filtrate was concentrated under reduced pressure. The residue was purified by silica gel column chromatography to give tert-butyl(4-butoxy-2-cyclopropylmethyl-6-formyl-1-oxo-1,2-dihydro-3-is... The solvent is O1CCCC1 (tetrahydrofuran). RXN SMILES: [C:1]([O:5][C:6](=[O:31])[NH:7][CH2:8][C:9]1[N:10]([CH2:27][CH:28]2[CH2:30][CH2:29]2)[C:11](=[O:26])[C:12]2[C:17]([C:18]=1[O:19][CH2:20][CH2:21][CH2:22][CH3:23])=[CH:16][C:15]([CH2:24][OH:25])=[CH:14][CH:13]=2)([CH3:4])([CH3:3])[CH3:2]>O1CCCC1.[O-2].[O-2].[Mn+4]>[C:1]([O:5][C:6](=[O:31])[NH:7][CH2:8][C:9]1[N:10]([CH2:27][CH:28]2[CH2:30][CH2:29]2)[C:11](=[O:26])[C:12]2[C:17]([C:18]=1[O:19][CH2:20][CH2:21][CH2:22][CH3:23])=[CH:16][C:15]([CH:24]=[O:25])=[CH:14][CH:13]=2)([CH3:2])([CH3:3])[CH3:4] |f:2.3.4|. Reactants: C(C)(C)(C)OC(NCC=1N(C(C2=CC=C(C=C2C1OCCCC)CO)=O)CC1CC1)=O (tert-butyl(4-butoxy-2-cyclopropylmethyl-6-hydroxymethyl-1-oxo-1,2-dihydro-3-isoquinolinyl)methylcarbamate). Isolated yield 22.0%. The product is C(C)(C)(C)OC(NCC=1N(C(C2=CC=C(C=C2C1OCCCC)C=O)=O)CC1CC1)=O (tert-butyl(4-butoxy-2-cyclopropylmethyl-6-formyl-1-oxo-1,2-dihydro-3-isoquinolinyl)methylcarbamate). Reactants: CC(C)(C)[Si](C)(C)OC1CCC(N2CCCC2=O)CC1, CCO, Cl. Product: O=C1CCCN1C1CCC(O)CC1. Reaction SMILES: [C:1]([Si:2]([CH3:3])([CH3:4])[O:6][CH:7]1[CH2:8][CH2:9][CH:10]([N:13]2[C:14](=[O:18])[CH2:15][CH2:16][CH2:17]2)[CH2:11][CH2:12]1)([CH3:5])([CH3:19])[CH3:20].[CH3:22][CH2:23][OH:24].[ClH:21]>>[OH:6][CH:7]1[CH2:8][CH2:9][CH:10]([N:13]2[C:14](=[O:18])[CH2:15][CH2:16][CH2:17]2)[CH2:11][CH2:12]1.